From a dataset of the Open Reaction Database (ORD), a public repository of structured organic reaction records. describe an organic reaction: reactants, conditions, products, and yield Run in C1(=CC=CC=C1)C (toluene), C(C)O (ethanol). Reaction SMILES: [OH:1][C:2]1[CH:7]=[C:6]([CH3:8])[O:5][C:4](=[O:9])[C:3]=1[S:10][CH2:11][CH2:12][CH:13]([CH3:15])[CH3:14].OO.C(O)(=[O:20])C>C1(C)C=CC=CC=1.C(O)C>[OH:1][C:2]1[CH:7]=[C:6]([CH3:8])[O:5][C:4](=[O:9])[C:3]=1[S:10]([CH2:11][CH2:12][CH:13]([CH3:15])[CH3:14])=[O:20]. Procedure: 4-Hydroxy-3-isopentylthio-6-methyl-2-pyrone (4.5 g., 0.020 mol), 30% hydrogen peroxide (2.44 g., 0.0220 mol), and 35 ml. glacial acetic acid were combined and stirred over night at room temperature. The clear solution was diluted with a mixture of toluene and ethanol and the acetic acid was removed by codistillation in vacuo. A yellow liquid was recovered which solidified upon cooling. The compound was recrystallized from n-hexane to recover 2.5 g. (51 percent) of shiny yellow platelets. One add... The reactants are OC1=C(C(OC(=C1)C)=O)SCCC(C)C (4-Hydroxy-3-isopentylthio-6-methyl-2-pyrone), OO (hydrogen peroxide), C(C)(=O)O (acetic acid). Yields the product OC1=C(C(OC(=C1)C)=O)S(=O)CCC(C)C (4-Hydroxy-3-isopentylsulfinyl-6-methyl-2-pyrone). The reactants are C(C)C1=CC=C(CNC2=CC3=C(N=CN3)C=C2)C=C1 (N-(4-ethylbenzyl)benzimidazol-5-amine), S1C(=NC2=C1C=CC=C2)CBr ((benzo[d]-thiazol-2-yl)methylbromide), C(=O)([O-])[O-].[K+].[K+] (K2CO3). Product: C(C)C1=CC=C(CN(C2=CC3=C(NC=N3)C=C2)CC=2SC3=C(N2)C=CC=C3)C=C1 (N-(4-Ethylbenzyl)-N-((benzo[d]thiazol-2-yl)methyl)-1H-benzo[d]imidazol-5-amine). RXN SMILES: [CH2:1]([C:3]1[CH:19]=[CH:18][C:6]([CH2:7][NH:8][C:9]2[CH:17]=[CH:16][C:12]3[N:13]=[CH:14][NH:15][C:11]=3[CH:10]=2)=[CH:5][CH:4]=1)[CH3:2].[S:20]1[C:24]2[CH:25]=[CH:26][CH:27]=[CH:28][C:23]=2[N:22]=[C:21]1[CH2:29]Br.C([O-])([O-])=O.[K+].[K+]>>[CH2:1]([C:3]1[CH:19]=[CH:18][C:6]([CH2:7][N:8]([CH2:29][C:21]2[S:20][C:24]3[CH:25]=[CH:26][CH:27]=[CH:28][C:23]=3[N:22]=2)[C:9]2[CH:17]=[CH:16][C:12]3[NH:13][CH:14]=[N:15][C:11]=3[CH:10]=2)=[CH:5][CH:4]=1)[CH3:2] |f:2.3.4|. Reported procedure: The compound was synthesized starting from N-(4-ethylbenzyl)benzimidazol-5-amine (251 mg; 1 mmol; 1 eq.), (benzo[d]-thiazol-2-yl)methylbromide (251 mg; 1.1 mmol; 1.1 eq.) and K2CO3 (152 mg; 1.1 mmol; 1.1 eq.) according to method 6; Yield: 0.118 g (29.6%);; MS m/z: 399.4 [M+H]+; 1H-NMR (500 MHz, DMSO d6): δ 1.14 (t, 3H, 3J=7.6 Hz); 2.56 (q, 2H, 3J=7.6 Hz); 4.74 (s, 2H); 5.02 (s, 2H); 6.85-6.86 (m, 2H); 7.15-7.17 (m, 2H); 7.26-7.27 (m, 2H); 7.36-7.39 (m, 2H); 7.46-7.49 (m, 1H); 7.94-7.95 (m, 2H), ...